This data is from the Open Reaction Database (ORD), a public repository of structured organic reaction records. The task is: describe an organic reaction: reactants, conditions, products, and yield Reactants: C(C)N(CCCN1N=C(C2=C(C=CC=C12)Cl)N)CC (1-(3-diethylaminopropyl)-3-amino-4-chloroindazole), Br.BrCCCN(CC)CC (3-bromopropyldiethylamine hydrobromide), NC1=NNC2=CC=CC(=C12)Cl (3-amino-4-chloroindazole), Br.BrCCCN1CCCCC1 (3-bromopropylpiperidine hydrobromide), NC1=NNC2=CC=C(C=C12)Cl (3-amino-5-chloroindazole). Yields the product N1(CCCCC1)CCCN1N=C(C2=CC(=CC=C12)Cl)N (1-(3-piperidinopropyl)-3-amino-5-chloroindazole). RXN SMILES: C(N(CC)CCCN1C2C(=C(Cl)C=CC=2)C(N)=N1)C.Br.Br[CH2:22][CH2:23][CH2:24][N:25]1[CH2:30][CH2:29][CH2:28][CH2:27][CH2:26]1.[NH2:31][C:32]1[C:40]2[C:35](=[CH:36][CH:37]=[C:38]([Cl:41])[CH:39]=2)[NH:34][N:33]=1.Br.BrCCCN(CC)CC.NC1C2C(=CC=CC=2Cl)NN=1>>[N:25]1([CH2:24][CH2:23][CH2:22][N:34]2[C:35]3[C:40](=[CH:39][C:38]([Cl:41])=[CH:37][CH:36]=3)[C:32]([NH2:31])=[N:33]2)[CH2:30][CH2:29][CH2:28][CH2:27][CH2:26]1 |f:1.2,4.5|. Reported procedure: The same procedures for preparing 1-(3-diethylaminopropyl)-3-amino-4-chloroindazole as described in Example 89 were repeated except that 3-bromopropylpiperidine hydrobromide and 3-amino-5-chloroindazole were employed instead of the 3-bromopropyldiethylamine hydrobromide and the 3-amino-4-chloroindazole, respectively. As a result, 1-(3-piperidinopropyl)-3-amino-5-chloroindazole was obtained.